From a dataset of the Open Reaction Database (ORD), a public repository of structured organic reaction records. describe an organic reaction: reactants, conditions, products, and yield Reactants: C(CCCCCCC)S(=O)(=O)Cl (1-octanesulfonyl chloride), Cl.NC1=CC=C(C=C1)N1CCC(CC1)=O (1-(4-Amino-phenyl)-piperidine-4-one hydrochloride). Product: O=C1CCN(CC1)C1=CC=C(C=C1)NS(=O)(=O)CCCCCCCC (Octane-1-sulfonic acid [4-(4-oxo-1-piperidineyl)-phenyl]-amide). As a reaction SMILES: [CH2:1]([S:9](Cl)(=[O:11])=[O:10])[CH2:2][CH2:3][CH2:4][CH2:5][CH2:6][CH2:7][CH3:8].Cl.[NH2:14][C:15]1[CH:20]=[CH:19][C:18]([N:21]2[CH2:26][CH2:25][C:24](=[O:27])[CH2:23][CH2:22]2)=[CH:17][CH:16]=1>>[O:27]=[C:24]1[CH2:25][CH2:26][N:21]([C:18]2[CH:19]=[CH:20][C:15]([NH:14][S:9]([CH2:1][CH2:2][CH2:3][CH2:4][CH2:5][CH2:6][CH2:7][CH3:8])(=[O:11])=[O:10])=[CH:16][CH:17]=2)[CH2:22][CH2:23]1 |f:1.2|. Procedure details: The title compound was prepared from 1-octanesulfonyl chloride and 1-(4-amino-phenyl)-piperidine-4-one hydrochloride (which was obtained in Example 224) according to the procedure B of Example 225 as a white solid; 1H NMR (300 MHz, DMSO-d6) δ 0.84 (t, J=5.4 Hz, 3H), 1.15-1.40 (m, 10H), 1.60-1.75 (m, 2H), 2.40 (t, J=4.5 Hz, 4H), 2.94 (t, J=5.7 Hz, 2H), 3.54 (t, J=4.5 Hz, 4H), 6.99 (d, J=6.9 Hz, 2H), 7.09 (d, J=6.9 Hz, 2H), 9.31 (s, 1H); MS (ES) m/z: 367.0 (MH+); HRMS Calcd. for C19H30N2O2S(M+): 3... The reactants are C(C)(C)(C)O[C@H](C(=O)OC)C1=C(C2=C(N=C(S2)C2=NC(=NC=C2)Cl)C=C1C)C1=CC=C(C=C1)Cl ((S)-methyl 2-tert-butoxy-2-(7-(4-chlorophenyl)-2-(2-chloropyrimidin-4-yl)-5-methylbenzo[d]thiazol-6-yl)acetate), CCCN1CCNCC1 (1-(3-propyl)-piperazine), O1CCOCC1 (1,4-dioxane). Reaction conditions: time 20 minute. The product is C(C)(C)(C)O[C@H](C(=O)OC)C1=C(C2=C(N=C(S2)C2=NC(=NC=C2)N2CCN(CC2)C(CC)CC)C=C1C)C1=CC=C(C=C1)Cl ((S)-methyl 2-tert-butoxy-2-(7-(4-chlorophenyl)-5-methyl-2-(2-(4-(pentan-3-yl)piperazin-1-yl)pyrimidin-4-yl)benzo[d]thiazol-6-yl)acetate). Reaction SMILES: [C:1]([O:5][C@@H:6]([C:11]1[C:26]([CH3:27])=[CH:25][C:14]2[N:15]=[C:16]([C:18]3[CH:23]=[CH:22][N:21]=[C:20](Cl)[N:19]=3)[S:17][C:13]=2[C:12]=1[C:28]1[CH:33]=[CH:32][C:31]([Cl:34])=[CH:30][CH:29]=1)[C:7]([O:9][CH3:10])=[O:8])([CH3:4])([CH3:3])[CH3:2].[CH3:35][CH2:36][CH2:37][N:38]1[CH2:43][CH2:42][NH:41][CH2:40][CH2:39]1.O1CCO[CH2:46][CH2:45]1>>[C:1]([O:5][C@@H:6]([C:11]1[C:26]([CH3:27])=[CH:25][C:14]2[N:15]=[C:16]([C:18]3[CH:23]=[CH:22][N:21]=[C:20]([N:41]4[CH2:42][CH2:43][N:38]([CH:37]([CH2:45][CH3:46])[CH2:36][CH3:35])[CH2:39][CH2:40]4)[N:19]=3)[S:17][C:13]=2[C:12]=1[C:28]1[CH:33]=[CH:32][C:31]([Cl:34])=[CH:30][CH:29]=1)[C:7]([O:9][CH3:10])=[O:8])([CH3:3])([CH3:4])[CH3:2]. Procedure details: To (S)-methyl 2-tert-butoxy-2-(7-(4-chlorophenyl)-2-(2-chloropyrimidin-4-yl)-5-methylbenzo[d]thiazol-6-yl)acetate (40.0 mg, 0.077 mmol) was added 1-(3-propyl)-piperazine (60.5 mg, 0.387 mmol) in 1,4-dioxane (1 mL). The reaction mixture was stirred at room temperature for 20 min, then 40° C. for 1 h. Upon completion of the reaction, the reaction mixture was filtered through Celite (ethyl acetate eluent), concentrated, and used without further purification. LCMS-ESI+ calc'd for C34H43ClN5O3S (M+H+... Reactants: C(O)([O-])=O.[Na+] (sodium hydrogen carbonate), C(C1=CC=CC=C1)NC(CC=1C=C2C=CC(OC2=CC1)(C)C)=O (N-benzyl-2-(2,2-dimethyl-2H-chromen-6-yl)acetamide), C1=CC(=CC(=C1)Cl)C(=O)OO (MCPBA). The solvent is ClCCl (dichloromethane), three. Conditions: time 18 hour. Product: C(C1=CC=CC=C1)NC(CC1=CC=2C3C(C(OC2C=C1)(C)C)O3)=O (N-benzyl-2-(2,2-dimethyl-1a,7b-dihydro-2H-oxireno[c]chromen-6-yl)acetamide). Reaction SMILES: C(=O)([O-])[OH:2].[Na+].[CH2:6]([NH:13][C:14](=[O:28])[CH2:15][C:16]1[CH:17]=[C:18]2[C:23](=[CH:24][CH:25]=1)[O:22][C:21]([CH3:27])([CH3:26])[CH:20]=[CH:19]2)[C:7]1[CH:12]=[CH:11][CH:10]=[CH:9][CH:8]=1.C1C=C(Cl)C=C(C(OO)=O)C=1>ClCCl>[CH2:6]([NH:13][C:14](=[O:28])[CH2:15][C:16]1[CH:25]=[CH:24][C:23]2[O:22][C:21]([CH3:26])([CH3:27])[CH:20]3[O:2][CH:19]3[C:18]=2[CH:17]=1)[C:7]1[CH:8]=[CH:9][CH:10]=[CH:11][CH:12]=1 |f:0.1|. Reported procedure: 980 ml of a saturated aqueous sodium hydrogen carbonate solution was added to a solution of 28 g of the N-benzyl-2-(2,2-dimethyl-2H-chromen-6-yl)acetamide obtained above in 480 ml dichloromethane. A total of 44.1 g MCPBA in three 14.7 g portions was added to this receiving solution at 5 min. intervals, and the mixture was stirred for 18 hours at room temperature. The organic phase was separated, extracted once with 200 ml of a saturated aqueous sodium hydrogen carbonate solution, and the organic... The reactants are CCOC(C)=O, O=[N+]([O-])c1ccc2[nH]nc(-c3ccccc3)c2c1, [Pd]. Yields the product Nc1ccc2[nH]nc(-c3ccccc3)c2c1. As a reaction SMILES: [CH3:19][CH2:20][O:21][C:22](=[O:23])[CH3:24].[N+:1]([O-:2])(=[O:3])[c:4]1[cH:5][c:6]2[c:7](-[c:13]3[cH:14][cH:15][cH:16][cH:17][cH:18]3)[n:8][nH:9][c:10]2[cH:11][cH:12]1.[Pd:25]>>[NH2:1][c:4]1[cH:5][c:6]2[c:7](-[c:13]3[cH:14][cH:15][cH:16][cH:17][cH:18]3)[n:8][nH:9][c:10]2[cH:11][cH:12]1.